From a dataset of the Open Reaction Database (ORD), a public repository of structured organic reaction records. describe an organic reaction: reactants, conditions, products, and yield Reagents/catalysts: [C].[Pd] (palladium-carbon). Yield: 98.8%. Product: NC=1C=C(C=C2CCC(NC12)=O)C(=O)N1CCC(CC1)N(CCC1=CC=CC=C1)C (8-amino-6-{4-[N-methyl-N-(2-phenylethyl)amino]-1-piperidinylcarbonyl}-3,4-dihydrocarbostyril). Starting materials: [N+](=O)([O-])C=1C=C(C=C2CCC(NC12)=O)C(=O)N1CCC(CC1)N(CCC1=CC=CC=C1)C (8-nitro-6-{4-[N-methyl-N-(2-phenylethyl)amino]-1-piperidinylcarbonyl}-3,4-dihydrocarbostyril). Procedure: 0.5 g of 5% palladium-carbon was suspended in 0 ml of ethanol. Thereto was added 5 g of 8-nitro-6-{4-[N-methyl-N-(2-phenylethyl)amino]-1-piperidinylcarbonyl}-3,4-dihydrocarbostyril. The mixture was subjected to catalytic reduction at 30°-40° C. at normal pressure in a water bath. After the completion of hydrogen absorption, the reaction mixture was filtered to remove the catalyst. The catalyst was washed with ethanol. The filtrate and the washings were mixed. The mixture was subjected to distill... RXN SMILES: [N+:1]([C:4]1[CH:5]=[C:6]([C:15]([N:17]2[CH2:22][CH2:21][CH:20]([N:23]([CH3:32])[CH2:24][CH2:25][C:26]3[CH:31]=[CH:30][CH:29]=[CH:28][CH:27]=3)[CH2:19][CH2:18]2)=[O:16])[CH:7]=[C:8]2[C:13]=1[NH:12][C:11](=[O:14])[CH2:10][CH2:9]2)([O-])=O>C(O)C.[C].[Pd]>[NH2:1][C:4]1[CH:5]=[C:6]([C:15]([N:17]2[CH2:22][CH2:21][CH:20]([N:23]([CH3:32])[CH2:24][CH2:25][C:26]3[CH:27]=[CH:28][CH:29]=[CH:30][CH:31]=3)[CH2:19][CH2:18]2)=[O:16])[CH:7]=[C:8]2[C:13]=1[NH:12][C:11](=[O:14])[CH2:10][CH2:9]2 |f:2.3|. Run in C(C)O (ethanol). The reactants are O (water), C(C1=CC=CC=C1)SC1=NN=C(C2=CC=CC=C12)C1=CC=CC=C1 (1-Benzylthio-4-phenylphthalazine), OOS(=O)[O-].[K+] (Oxone), OS(=O)(=O)[O-].[K+] (KHSO4), ice water. Run in CN(C(C)=O)C (N,N-dimethylacetamide). Run at time 2 day. The product is C(C1=CC=CC=C1)S(=O)(=O)C1=NN=C(C2=CC=CC=C12)C1=CC=CC=C1 (1-(Benzylsulfonyl)-4-Phenylphthalazine). RXN SMILES: [CH2:1]([S:8][C:9]1[C:18]2[C:13](=[CH:14][CH:15]=[CH:16][CH:17]=2)[C:12]([C:19]2[CH:24]=[CH:23][CH:22]=[CH:21][CH:20]=2)=[N:11][N:10]=1)[C:2]1[CH:7]=[CH:6][CH:5]=[CH:4][CH:3]=1.[OH:25]OS([O-])=O.[K+].OS([O-])(=O)=O.[K+].[OH2:37]>CN(C)C(=O)C>[CH2:1]([S:8]([C:9]1[C:18]2[C:13](=[CH:14][CH:15]=[CH:16][CH:17]=2)[C:12]([C:19]2[CH:24]=[CH:23][CH:22]=[CH:21][CH:20]=2)=[N:11][N:10]=1)(=[O:25])=[O:37])[C:2]1[CH:3]=[CH:4][CH:5]=[CH:6][CH:7]=1 |f:1.2,3.4|. Procedure details: 1-Benzylthio-4-phenylphthalazine (98 mg; 0.3 mmol from Example 1B) in N,N-dimethylacetamide (13 ml) is cooled in an ice bath. Oxone® (2KHSO5.KHSO4.K2SO4) (670 mg; 1.1 mmol) is added, followed by the stepwise addition of water (1.4 ml). The mixture is stirred at room temperature for 2 days, is poured into ice water, is stirred 10 minutes and is filtered to give the title compound as a solid (53 mg) (R1=phenyl, R2=phenyl, A=benzene, Y1=CH2, m=0, n=1, p=0, q=2). Starting materials: COC(NC(C(C)C)C(=O)N1C(CN(CC1)CC(F)(F)F)C(NCC(=O)C1=CC=C(C=C1)Br)=O)=O ({1-[2-[2-(4-Bromo-phenyl)-2-oxo-ethylcarbamoyl]-4-(2,2,2-trifluoro-ethyl)-piperazine-1-carbonyl]-2-methyl-propyl}-carbamic acid methyl ester), C(C)(=O)[O-].[NH4+] (ammonium acetate). Solvent: m-Xylenes. Reaction conditions: temperature 135 celsius, time 110 minute. Yields the product COC(NC(C(C)C)C(=O)N1C(CN(CC1)CC(F)(F)F)C=1NC=C(N1)C1=CC=C(C=C1)Br)=O ({1-[2-[4-(4-Bromo-phenyl)-1H-imidazol-2-yl]-4-(2,2,2-trifluoro-ethyl)-piperazine-1-carbonyl]-2-methyl-propyl}-carbamic acid methyl ester). The yield is 53.2%. Reaction SMILES: [CH3:1][O:2][C:3](=[O:35])[NH:4][CH:5]([C:9]([N:11]1[CH2:16][CH2:15][N:14]([CH2:17][C:18]([F:21])([F:20])[F:19])[CH2:13][CH:12]1[C:22](=O)[NH:23][CH2:24][C:25]([C:27]1[CH:32]=[CH:31][C:30]([Br:33])=[CH:29][CH:28]=1)=O)=[O:10])[CH:6]([CH3:8])[CH3:7].C([O-])(=O)C.[NH4+:40]>>[CH3:1][O:2][C:3](=[O:35])[NH:4][CH:5]([C:9]([N:11]1[CH2:16][CH2:15][N:14]([CH2:17][C:18]([F:21])([F:19])[F:20])[CH2:13][CH:12]1[C:22]1[NH:23][CH:24]=[C:25]([C:27]2[CH:32]=[CH:31][C:30]([Br:33])=[CH:29][CH:28]=2)[N:40]=1)=[O:10])[CH:6]([CH3:7])[CH3:8] |f:1.2|. Procedure details: {1-[2-[2-(4-Bromo-phenyl)-2-oxo-ethylcarbamoyl]-4-(2,2,2-trifluoro-ethyl)-piperazine-1-carbonyl]-2-methyl-propyl}-carbamic acid methyl ester (192 mg, 0.34 mmol) was dissolved in m-Xylenes (2 mL) and heated at 135° C. Solid ammonium acetate (128 mg, 1.66 mmol) was added and the reaction was stirred at 135° C. After 110 minutes, the reaction was cooled to room temperature and the volatiles were removed in vacuo. The crude material was purified via silica gel chromatography (eluent: EtOAc w MeOH 10... The reactants are CCOC(=O)CCN1CCc2cc(OC)c(OC)cc2C1CC(=O)OCC, C1CCCCC1, CCO, CC(=O)[O-], [NH4+]. The product is CCOC(=O)C1=C(N)CC2c3cc(OC)c(OC)cc3CCN2C1. As a reaction SMILES: [CH2:1]([CH3:2])[O:3][C:4]([CH2:5][CH2:6][N:7]1[CH:8]([CH2:21][C:22]([O:23][CH2:24][CH3:25])=[O:26])[c:9]2[cH:10][c:11]([O:19][CH3:20])[c:12]([O:17][CH3:18])[cH:13][c:14]2[CH2:15][CH2:16]1)=[O:27].[CH2:36]1[CH2:37][CH2:38][CH2:39][CH2:40][CH2:41]1.[CH3:28][CH2:29][OH:30].[CH3:32][C:33](=[O:34])[O-:35].[NH4+:31]>>[CH2:1]([CH3:2])[O:3][C:4]([C:5]1=[C:22]([NH2:31])[CH2:21][CH:8]2[N:7]([CH2:6]1)[CH2:16][CH2:15][c:14]1[c:9]2[cH:10][c:11]([O:19][CH3:20])[c:12]([O:17][CH3:18])[cH:13]1)=[O:27]. The reactants are O1C2=C(C(=C1)CCO)C=CC1=CC=CC=C12 (2-naphtho[1,2-b]furan-3-yl ethanol), C1(=CC=CC=C1)P(C1=CC=CC=C1)C1=CC=CC=C1 (triphenylphosphine), II (iodine), N1C=NC=C1 (imidazole). Solvent: C1CCOC1 (THF). Conditions: time 4 hour. Product: ICCC=1C2=C(OC1)C1=CC=CC=C1C=C2 (3-(2-iodo-ethyl)-naphtho[1,2-b]furan). RXN SMILES: [O:1]1[CH:5]=[C:4]([CH2:6][CH2:7]O)[C:3]2[CH:9]=[CH:10][C:11]3[C:16]([C:2]1=2)=[CH:15][CH:14]=[CH:13][CH:12]=3.C1(P(C2C=CC=CC=2)C2C=CC=CC=2)C=CC=CC=1.[I:36]I.N1C=CN=C1>C1COCC1>[I:36][CH2:7][CH2:6][C:4]1[C:3]2[CH:9]=[CH:10][C:11]3[C:16](=[CH:15][CH:14]=[CH:13][CH:12]=3)[C:2]=2[O:1][CH:5]=1. Procedure: To a stirred solution of 2-naphtho[1,2-b]furan-3-yl ethanol (1.06 g, 5 mmol) in anhydrous THF (50 ml), triphenylphosphine (1.572 g, 6 mmol), iodine (1.518 g, 6 mmol) and imidazole (408 mg, 6 mmol) were added at room temperature. The reaction mixture was stirred at room temperature for 4 hrs and quenched with water. It was extracted with chloroform, washed well with 5% Na2S2O3 solution and the organic layer was dried over anhydrous MgSO4. It was filtered and concentrated. The residue was purified... The reactants are C=C(C)c1cccc2c(-c3ccccc3)n(Cc3ccccc3)nc12, CCO. The product is CC(C)c1cccc2c(-c3ccccc3)n(Cc3ccccc3)nc12. As a reaction SMILES: [CH2:1]([c:2]1[cH:3][cH:4][cH:5][cH:6][cH:7]1)[n:8]1[n:9][c:10]2[c:11]([C:23](=[CH2:24])[CH3:25])[cH:12][cH:13][cH:14][c:15]2[c:16]1-[c:17]1[cH:18][cH:19][cH:20][cH:21][cH:22]1.[CH3:26][CH2:27][OH:28]>>[CH2:1]([c:2]1[cH:3][cH:4][cH:5][cH:6][cH:7]1)[n:8]1[n:9][c:10]2[c:11]([CH:23]([CH3:24])[CH3:25])[cH:12][cH:13][cH:14][c:15]2[c:16]1-[c:17]1[cH:18][cH:19][cH:20][cH:21][cH:22]1. The reactants are [OH-].[Li+] (lithium hydroxide), C(CC)C1=NOC2=C1C=C(C=C2)C(=O)OC (methyl 3-propyl-1,2-benzisoxazole-5-carboxylate), O1CCCC1 (tetrahydrofuran), O (water). The solvent is CO (methanol). Conditions: time 2.5 hour. Yields the product C(CC)C1=NOC2=C1C=C(C=C2)C(=O)O (3-propyl-1,2-benzisoxazole-5-carboxylic acid). Yield: 88.9%. Reaction SMILES: [CH2:1]([C:4]1[C:8]2[CH:9]=[C:10]([C:13]([O:15]C)=[O:14])[CH:11]=[CH:12][C:7]=2[O:6][N:5]=1)[CH2:2][CH3:3].O1CCCC1.O.[OH-].[Li+]>CO>[CH2:1]([C:4]1[C:8]2[CH:9]=[C:10]([C:13]([OH:15])=[O:14])[CH:11]=[CH:12][C:7]=2[O:6][N:5]=1)[CH2:2][CH3:3] |f:3.4|. Reported procedure: To a solution of methyl 3-propyl-1,2-benzisoxazole-5-carboxylate (90 mg, 0.4 mmol) in a 2:1:1 mixture of tetrahydrofuran, water, and methanol (4 mL) was added lithium hydroxide (50 mg, 1.2 mmol) and the resulting reaction mixture stirred at room temperature for 2.5 h. The reaction mixture was concentrated under reduced pressure, and partitioned between water and ethyl ether. The aqueous layer was washed twice with ether and acidified to pH 1 with 6 M hydrochloric acid. The resulting aqueous laye...